Dataset: the Open Reaction Database (ORD), a public repository of structured organic reaction records. Task: describe an organic reaction: reactants, conditions, products, and yield Reactants: O1CCN(CC1)CCNC1=CC=C(C=C1)N\C(\C1=CC=CC=C1)=C\1/C(NC2=CC=C(C=C12)[N+](=O)[O-])=O ((Z)-3-{1-[4-(2-morpholinoethylamino)-phenylamino]-1-phenyl-methylidene}-5-nitro-2-indolinone), C(C)(=O)Cl (acetylchloride). Solvent: ClCCl (dichloromethane). Reported procedure: 486 mg (1.0 mmol) of (Z)-3-{1-[4-(2-morpholinoethylamino)-phenylamino]-1-phenyl-methylidene}-5-nitro-2-indolinone (Example 332) are dissolved in 30 ml of dichloromethane and combined with 1.2 ml (16 mmol) of acetylchloride. The mixture is stirred for 1 hour at ambient temperature. The precipitate is removed by suction filtering and the reaction solution is washed with water. Then the solvent is eliminated in vacuo, the residue is dissolved in 20 ml of methanol and combined with 4 ml of 1 N sodiu... Conditions: time 1 hour. RXN SMILES: [O:1]1[CH2:6][CH2:5][N:4]([CH2:7][CH2:8][NH:9][C:10]2[CH:15]=[CH:14][C:13]([NH:16]/[C:17](=[C:24]3\[C:25](=[O:36])[NH:26][C:27]4[C:32]\3=[CH:31][C:30]([N+:33]([O-:35])=[O:34])=[CH:29][CH:28]=4)/[C:18]3[CH:23]=[CH:22][CH:21]=[CH:20][CH:19]=3)=[CH:12][CH:11]=2)[CH2:3][CH2:2]1.[C:37](Cl)(=[O:39])[CH3:38]>ClCCl>[O:1]1[CH2:6][CH2:5][N:4]([CH2:7][CH2:8][N:9]([C:10]2[CH:11]=[CH:12][C:13]([NH:16]/[C:17](=[C:24]3\[C:25](=[O:36])[NH:26][C:27]4[C:32]\3=[CH:31][C:30]([N+:33]([O-:35])=[O:34])=[CH:29][CH:28]=4)/[C:18]3[CH:19]=[CH:20][CH:21]=[CH:22][CH:23]=3)=[CH:14][CH:15]=2)[C:37](=[O:39])[CH3:38])[CH2:3][CH2:2]1. Product: O1CCN(CC1)CCN(C(C)=O)C1=CC=C(C=C1)N\C(\C1=CC=CC=C1)=C\1/C(NC2=CC=C(C=C12)[N+](=O)[O-])=O ((Z)-3-{1-[4-(N-(2-morpholinoethyl)-N-acetyl-amino)-phenylamino]-1-phenyl-methylidene}-5-nitro-2-indolinone). Reactants: CN1C(=O)c2ccccc2S1(=O)=O, CC[O-], CS(C)=O, COC(=O)CCl, [Na+]. RXN SMILES: [CH3:1][N:2]1[S:3](=[O:4])(=[O:5])[c:6]2[cH:7][cH:8][cH:9][cH:10][c:11]2[C:12]1=[O:13].[CH3:21][CH2:22][O-:23].[CH3:24][S:25]([CH3:26])=[O:27].[Cl:14][CH2:15][C:16](=[O:17])[O:18][CH3:19].[Na+:20]>>[CH3:1][N:2]1[S:3](=[O:4])(=[O:5])[c:6]2[cH:7][cH:8][cH:9][cH:10][c:11]2[C:12]([OH:13])=[C:15]1[C:16](=[O:17])[O:18][CH3:19]. Yields the product COC(=O)C1=C(O)c2ccccc2S(=O)(=O)N1C. The reactants are ClC=1C=C2C=C(C(OC2=C(C1)C#CC1=CC=CC=C1)C(F)(F)F)C(=O)OCC (Ethyl 6-chloro-8-(2-phenylethynyl)-2-(trifluoromethyl)-2H-chromene-3-carboxylate). Run in C(C)O (ethanol). Conditions: time 4 hour. Product: ClC=1C=C2C=C(C(OC2=C(C1)CCC1=CC=CC=C1)C(F)(F)F)C(=O)OCC (ethyl 6-chloro-8-(2-phenylethyl)-2-(trifluoromethyl)-2H-chromene-3-carboxylate). The yield is 68.9%. Reaction SMILES: [Cl:1][C:2]1[CH:3]=[C:4]2[C:9](=[C:10]([C:12]#[C:13][C:14]3[CH:19]=[CH:18][CH:17]=[CH:16][CH:15]=3)[CH:11]=1)[O:8][CH:7]([C:20]([F:23])([F:22])[F:21])[C:6]([C:24]([O:26][CH2:27][CH3:28])=[O:25])=[CH:5]2>C(O)C>[Cl:1][C:2]1[CH:3]=[C:4]2[C:9](=[C:10]([CH2:12][CH2:13][C:14]3[CH:19]=[CH:18][CH:17]=[CH:16][CH:15]=3)[CH:11]=1)[O:8][CH:7]([C:20]([F:23])([F:22])[F:21])[C:6]([C:24]([O:26][CH2:27][CH3:28])=[O:25])=[CH:5]2. Reported procedure: Ethyl 6-chloro-8-(2-phenylethynyl)-2-(trifluoromethyl)-2H-chromene-3-carboxylate (0.30 g, 0.74 mmol) was dissolved in ethanol, mixed with Pt2O catalyst and reduced under a hydrogen atmosphere at 20 psi for 4 h at room temperature. The mixture was filtered, stripped and purified by flash chromatography on silica gel, giving ethyl 6-chloro-8-(2-phenylethyl)-2-(trifluoromethyl)-2H-chromene-3-carboxylate (0.21 g, 0.51 mmol). The product structure was consistent with 1H, 19F and 13C NMR analyses. Reactants: N1CCCCC1 (piperidine), haloacetonitrile, secondary amine, N1CCNCC1 (piperazine). The product is C(#N)CN1CCNCC1 (cyanomethyl piperazine), N1CCCCC1 (piperidine). Reaction SMILES: [NH:1]1[CH2:6][CH2:5][NH:4][CH2:3][CH2:2]1.[NH:7]1[CH2:12][CH2:11][CH2:10][CH2:9][CH2:8]1>>[C:8]([CH2:9][N:1]1[CH2:6][CH2:5][NH:4][CH2:3][CH2:2]1)#[N:7].[NH:7]1[CH2:12][CH2:11][CH2:10][CH2:9][CH2:8]1. Procedure: The secondary amine of a functionalized piperazine or piperidine can be alkylated with a haloacetonitrile under basic conditions to yield a cyanomethyl piperazine or piperidine analogue. In a typical procedure N-benzoyl piperazine was added to a solution of chloroacetonitrile and TEA in THF and stirred at r.t. for between 2 and 5 days. A resulting precipitate is removed by filtration, the filtrate is concentrated in vacuo, and the residue purified via chromatography to yield the cyanomethyl inte... The reactants are Cc1ccc(CCl)c(Br)c1, COc1ccccc1COCCCOc1ccc(C2CCN(C(=O)OC(C)(C)C)CC2O)cc1. Yields the product COc1ccccc1COCCCOc1ccc(C2CCN(C(=O)OC(C)(C)C)CC2OCc2ccc(C)cc2Br)cc1. As a reaction SMILES: [Br:35][c:36]1[c:37]([CH2:43][Cl:44])[cH:38][cH:39][c:40]([CH3:42])[cH:41]1.[OH:1][CH:2]1[CH2:3][N:4]([C:28](=[O:29])[O:30][C:31]([CH3:32])([CH3:33])[CH3:34])[CH2:5][CH2:6][CH:7]1[c:8]1[cH:9][cH:10][c:11]([O:14][CH2:15][CH2:16][CH2:17][O:18][CH2:19][c:20]2[c:21]([O:26][CH3:27])[cH:22][cH:23][cH:24][cH:25]2)[cH:12][cH:13]1>>[O:1]([CH:2]1[CH2:3][N:4]([C:28](=[O:29])[O:30][C:31]([CH3:32])([CH3:33])[CH3:34])[CH2:5][CH2:6][CH:7]1[c:8]1[cH:9][cH:10][c:11]([O:14][CH2:15][CH2:16][CH2:17][O:18][CH2:19][c:20]2[c:21]([O:26][CH3:27])[cH:22][cH:23][cH:24][cH:25]2)[cH:12][cH:13]1)[CH2:43][c:37]1[c:36]([Br:35])[cH:41][c:40]([CH3:42])[cH:39][cH:38]1. The reactants are BrC1=CC=C(C=C1)C1=CC=2C=CC3=CC=CC=C3C2C=C1 (2-(4-bromophenyl)phenanthrene), C1=CC(=CC=2C3=CC=CC=C3C=CC12)B(O)O (phenanthrene-3-boronic acid), BrC=1C=C(C=CC1)I (3-bromoiodobenzene). The product is BrC=1C=C(C=CC1)C=1C=CC=2C=CC3=CC=CC=C3C2C1 (3-(3-bromophenyl)phenanthrene). Reaction SMILES: BrC1C=CC([C:8]2[CH:21]=[CH:20][C:19]3[C:18]4[C:13](=[CH:14][CH:15]=[CH:16][CH:17]=4)[CH:12]=[CH:11][C:10]=3[CH:9]=2)=CC=1.C1C2C=CC3C(=CC=CC=3)C=2C=C(B(O)O)C=1.[Br:39][C:40]1[CH:41]=[C:42](I)[CH:43]=[CH:44][CH:45]=1>>[Br:39][C:40]1[CH:45]=[C:44]([C:10]2[CH:11]=[CH:12][C:21]3[CH:20]=[CH:19][C:18]4[C:17]([C:8]=3[CH:9]=2)=[CH:16][CH:15]=[CH:14][CH:13]=4)[CH:43]=[CH:42][CH:41]=1. Procedure details: Synthesis was performed in the same manner as in the synthesis of 2-(4-bromophenyl)phenanthrene except that: phenanthrene-3-boronic acid was used instead of phenanthrene-2-boronic acid; and 3-bromoiodobenzene was used instead of 4-bromoiodobenzene.